Task: describe an organic reaction: reactants, conditions, products, and yield. Dataset: the Open Reaction Database (ORD), a public repository of structured organic reaction records Reactants: Clc1nc(Cl)nc(Cl)n1, Cc1ccc(Cl)cc1I, I, [Mg], C1CCOC1. The product is Cc1ccc(Cl)cc1-c1nc(Cl)nc(Cl)n1. Reaction SMILES: [Cl:12][c:13]1[n:14][c:15]([Cl:16])[n:17][c:18]([Cl:19])[n:20]1.[Cl:3][c:4]1[cH:5][c:6]([I:11])[c:7]([CH3:10])[cH:8][cH:9]1.[I:2].[Mg:1].[O:21]1[CH2:22][CH2:23][CH2:24][CH2:25]1>>[Cl:3][c:4]1[cH:5][c:6](-[c:18]2[n:17][c:15]([Cl:16])[n:14][c:13]([Cl:12])[n:20]2)[c:7]([CH3:10])[cH:8][cH:9]1. Reactants: N[C@H](CNC1=CC(=NO1)C=1C=C2C=CN=CC2=CC1)CC1=CC=C(C=C1)Cl (N-((S)-2-amino-3-(4-chlorophenyl)propyl)-3-(isoquinolin-6-yl)isoxazol-5-amine), C1(=CC=CC=C1)CCC#N (3-phenylpropionitrile). The solvent is C(C)#N (acetonitrile). The product is N[C@H](CNC1=C(C(=NO1)C=1C=C2C=CN=CC2=CC1)CC1=CC=CC=C1)CC1=CC=CC=C1 (N-((S)-2-amino-3-phenylpropyl)-4-benzyl-3-(isoquinolin-6-yl)isoxazol-5-amine). Reaction SMILES: [NH2:1][C@@H:2]([CH2:20][C:21]1[CH:26]=[CH:25][C:24](Cl)=[CH:23][CH:22]=1)[CH2:3][NH:4][C:5]1[O:9][N:8]=[C:7]([C:10]2[CH:11]=[C:12]3[C:17](=[CH:18][CH:19]=2)[CH:16]=[N:15][CH:14]=[CH:13]3)[CH:6]=1.[C:28]1([CH2:34]CC#N)[CH:33]=[CH:32][CH:31]=[CH:30][CH:29]=1>C(#N)C>[NH2:1][C@@H:2]([CH2:20][C:21]1[CH:26]=[CH:25][CH:24]=[CH:23][CH:22]=1)[CH2:3][NH:4][C:5]1[O:9][N:8]=[C:7]([C:10]2[CH:11]=[C:12]3[C:17](=[CH:18][CH:19]=2)[CH:16]=[N:15][CH:14]=[CH:13]3)[C:6]=1[CH2:34][C:28]1[CH:33]=[CH:32][CH:31]=[CH:30][CH:29]=1. Reported procedure: This compound was synthesized in an analogous manner to N-((S)-2-amino-3-(4-chlorophenyl)propyl)-3-(isoquinolin-6-yl)isoxazol-5-amine starting with commercial available 3-phenylpropionitrile (commercially available from Acros Organics Order Number 17399) instead of acetonitrile. MS m/z: 435 (M+1); 1H NMR (400 MHz, CD3OD) δ ppm 9.43 (br s, 1H), 8.50 (br s, 1H), 8.23 (d, J=8.6, 1H), 8.06 (s, 1H), 7.89 (d, J=9.0, 1H), 7.87 (d, J=9.8, 1H), 7.15-7.42 (m, 10H), 3.89 (s, 2H), 3.70 (m, 1H), 3.57-3.62 (m... Reactants: O=C([O-])O, Cc1ccc(C#N)c(C(F)(F)F)c1, CO, Cl, NO, [Na+]. The product is Cc1ccc(C(N)=NO)c(C(F)(F)F)c1. As a reaction SMILES: [C:17](=[O:18])([OH:19])[O-:20].[CH3:1][c:2]1[cH:3][c:4]([C:10]([F:11])([F:12])[F:13])[c:5]([C:6]#[N:7])[cH:8][cH:9]1.[CH3:22][OH:23].[ClH:14].[NH2:15][OH:16].[Na+:21]>>[CH3:1][c:2]1[cH:3][c:4]([C:10]([F:11])([F:12])[F:13])[c:5]([C:6]([NH2:7])=[N:15][OH:16])[cH:8][cH:9]1. Starting materials: Cl.C(C)(=O)OC1=CC=CC2=C1OC1=CC=CC=C1C21CCN(CC1)CC1=CC=CC=C1 (4-acetoxy-1'-benzylxanthene-9-spiro-4'-piperidine hydrochloride). Reagents/catalysts: [Pd] (palladium-on-carbon). The solvent is C(C)O (ethanol). Yields the product Cl.C(C)(=O)OC1=CC=CC2=C1OC1=CC=CC=C1C21CCNCC1 (4-acetoxyxanthene-9-spiro-4'-piperidine hydrochloride). Reaction SMILES: [ClH:1].[C:2]([O:5][C:6]1[C:11]2[O:12][C:13]3[C:18]([C:19]4([CH2:24][CH2:23][N:22](CC5C=CC=CC=5)[CH2:21][CH2:20]4)[C:10]=2[CH:9]=[CH:8][CH:7]=1)=[CH:17][CH:16]=[CH:15][CH:14]=3)(=[O:4])[CH3:3]>C(O)C.[Pd]>[ClH:1].[C:2]([O:5][C:6]1[C:11]2[O:12][C:13]3[C:18]([C:19]4([CH2:24][CH2:23][NH:22][CH2:21][CH2:20]4)[C:10]=2[CH:9]=[CH:8][CH:7]=1)=[CH:17][CH:16]=[CH:15][CH:14]=3)(=[O:4])[CH3:3] |f:0.1,4.5|. Reported procedure: A solution of 4-acetoxy-1'-benzylxanthene-9-spiro-4'-piperidine hydrochloride (13.5 g.) in ethanol (200 ml.) is hydrogenated using 5% w/w palladium-on-carbon catalyst, at 1 atmosphere and 25° C. The catalyst is filtered off and the solvent evaporated to dryness. The residue is crystallised from ethanol-ether to give 4-acetoxyxanthene-9-spiro-4'-piperidine hydrochloride, m.p. 162°-165° C. Starting materials: CCN(C(C)C)C(C)C, CCOC(=O)Cl, ClCCl, CC(C)(N)CO, O=C1CCC(=O)N1O. Reaction SMILES: [CH:15]([N:16]([CH2:17][CH3:18])[CH:19]([CH3:20])[CH3:21])([CH3:22])[CH3:23].[Cl:1][C:2](=[O:3])[O:4][CH2:5][CH3:6].[Cl:30][CH2:31][Cl:32].[NH2:24][C:25]([CH2:26][OH:27])([CH3:28])[CH3:29].[OH:7][N:8]1[C:9](=[O:10])[CH2:11][CH2:12][C:13]1=[O:14]>>[C:2](=[O:3])([O:4][CH2:5][CH3:6])[NH:24][C:25]([CH2:26][OH:27])([CH3:28])[CH3:29]. The product is CCOC(=O)NC(C)(C)CO. The reactants are Cl.[C@@H]12N(C[C@@H](NC1)C2)C(C)=O ((1S,4S)-1-(2,5-diaza-bicyclo[2.2.1]hept-2-yl)-ethanone hydrochloride), C(=O)([O-])[O-].[K+].[K+] (K2CO3), ClCC1=COC2=C1C=CC(=C2)OC(C)=O (acetic acid 3-chloromethyl-benzofuran-6-yl ester). The solvent is CC#N (MeCN). Reaction conditions: temperature 50 celsius, time 10 minute. The product is OC1=CC2=C(C(=CO2)CN2[C@@H]3CN([C@H](C2)C3)C(C)=O)C=C1 ((1S,4S)-1-[5-(6-Hydroxy-benzofuran-3-ylmethyl)-2,5-diaza-bicyclo[2.2.1]hept-2-yl]-ethanone). Isolated yield 94.3%. Reaction SMILES: Cl.[C@H:2]12[CH2:8][C@H:5]([NH:6][CH2:7]1)[CH2:4][N:3]2[C:9](=[O:11])[CH3:10].C([O-])([O-])=O.[K+].[K+].Cl[CH2:19][C:20]1[C:24]2[CH:25]=[CH:26][C:27]([O:29]C(=O)C)=[CH:28][C:23]=2[O:22][CH:21]=1>CC#N>[OH:29][C:27]1[CH:26]=[CH:25][C:24]2[C:20]([CH2:19][N:6]3[CH2:7][C@@H:2]4[CH2:8][C@H:5]3[CH2:4][N:3]4[C:9](=[O:11])[CH3:10])=[CH:21][O:22][C:23]=2[CH:28]=1 |f:0.1,2.3.4|. Procedure: To a solution of (1S,4S)-1-(2,5-diaza-bicyclo[2.2.1]hept-2-yl)-ethanone hydrochloride (330 mg, 2.35 mmol) and K2CO3 (0.831 g, 6.01 mmol) in MeCN (20 mL) was added acetic acid 3-chloromethyl-benzofuran-6-yl ester (450 mg, 2.00 mmol) and the reaction mixture was heated (50° C., 20 h). The solvent was removed in vacuo and the remaining residue was dissolved in water (10 mL) and 2-3 mL of 4 M KOH was slowly added to reach pH 13-14. The dark green solution was stirred (10 min) and treated with concen... Reactants: [H-].COCCO[Al+]OCCOC.[Na+].[H-] (sodium bis(2-methoxyethoxy)aluminium hydride), COC=1C(=C(SC1)C)NC(COCC)=O (N-(4-methoxy-2-methyl-thien-3-yl)-ethoxyacetamide), [OH-].[K+] (KOH). Run in C1(=CC=CC=C1)C (toluene), C1(=CC=CC=C1)C (toluene). Run at time 90 minute. Yields the product C(C)OCCNC1=C(SC=C1OC)C (N-(2-ethoxyethyl)-4-methoxy-2-methyl-thiophene-3-amine). RXN SMILES: [H-].COCCO[Al+]OCCOC.[Na+].[H-].[CH3:15][O:16][C:17]1[C:18]([NH:23][C:24](=O)[CH2:25][O:26][CH2:27][CH3:28])=[C:19]([CH3:22])[S:20][CH:21]=1.[OH-].[K+]>C1(C)C=CC=CC=1>[CH2:27]([O:26][CH2:25][CH2:24][NH:23][C:18]1[C:17]([O:16][CH3:15])=[CH:21][S:20][C:19]=1[CH3:22])[CH3:28] |f:0.1.2.3,5.6|. Reported procedure: To 70 ml (0.245 mol) of sodium bis(2-methoxyethoxy)aluminium hydride (70% solution in toluene) and 30 ml of dry toluene is added dropwise with stirring a solution of 9.4 g (0.041 mol) of N-(4-methoxy-2-methyl-thien-3-yl)-ethoxyacetamide in 125 ml of dry toluene. After the exothermic reaction has subsided, stirring is continued for a further 90 minutes and the reaction solution then cautiously added in small portions at -10° to 100 ml of 20% KOH solution.